From a dataset of the Open Reaction Database (ORD), a public repository of structured organic reaction records. describe an organic reaction: reactants, conditions, products, and yield Run at time 30 minute. RXN SMILES: [H-].[Na+].[F:3][C:4]([F:17])([F:16])[C:5]1[CH:11]=[C:10]([C:12]([F:15])([F:14])[F:13])[CH:9]=[CH:8][C:6]=1[NH2:7].[CH2:18]([N:20]1[C:25](=[O:26])[CH:24]=[C:23]([C:27]([F:30])([F:29])[F:28])[N:22]=[C:21]1SC)[CH3:19].Cl>C(OCC)(=O)C.CN(C=O)C>[F:3][C:4]([F:16])([F:17])[C:5]1[CH:11]=[C:10]([C:12]([F:14])([F:13])[F:15])[CH:9]=[CH:8][C:6]=1[NH:7][C:21]1[N:20]([CH2:18][CH3:19])[C:25](=[O:26])[CH:24]=[C:23]([C:27]([F:30])([F:28])[F:29])[N:22]=1 |f:0.1|. Reactants: Cl (hydrochloric acid), [H-].[Na+] (Sodium hydride), FC(C1=C(N)C=CC(=C1)C(F)(F)F)(F)F (2,4-bis(trifluoromethyl)aniline), C(C)N1C(=NC(=CC1=O)C(F)(F)F)SC (3-ethyl-2-methylthio-6-trifluoromethyl-4(3H)-pyrimidinone). Run in C(C)(=O)OCC (ethyl acetate), CN(C)C=O (DMF). The product is FC(C1=C(C=CC(=C1)C(F)(F)F)NC1=NC(=CC(N1CC)=O)C(F)(F)F)(F)F (2-{2,4-bis(trifluoromethyl)phenyl}amino-3-ethyl-6-trifluoromethyl-4(3H)-pyrimidinone). The yield is 35.0%. Procedure details: Sodium hydride (60% in oil, 0.45 g, 11.4 mmol) was added to DMF (5 ml) solution of 2,4-bis(trifluoromethyl)aniline (2.00 g, 8.73 mmol), followed by stirring for 30 minutes. Then, 3-ethyl-2-methylthio-6-trifluoromethyl-4(3H)-pyrimidinone (2.08 g, 8 .73 mmol) was added, followed by stirring at 60° C. for 2 hours. After completion of the reaction, 1 N hydrochloric acid (30 ml) and ethyl acetate (20 ml) were added to the reaction solution to separate the organic layer, and the resulting aqueous laye... The reactants are ClCCl.C(C)O.N (dichloromethane ethanol ammonia), CC=1C=C(C(=O)O)C=CC1C(=O)N1CCCC1 (3-methyl 4-(pyrrolidin-1-ylcarbonyl)benzoic acid), C(C)(C)N(CC)C(C)C (diisopropylethyl amine), OC1=CC2=C(NC(=N2)[C@H](C)N)C=C1 ((1S)-1-(5-hydroxy-1H-benzimidazol-2-yl)ethylamine), C22H24N4O3. The solvent is O1CCCC1 (tetrahydrofuran). Product: OC1=CC2=C(NC(=N2)[C@H](C)NC(C2=CC(=C(C=C2)C(=O)N2CCCC2)C)=O)C=C1 (N-[(1S)-1-(5-hydroxy-1H-benzimidazol-2-yl)ethyl]-3-methyl-4-(pyrrolidin-1-ylcarbonyl)benzamide). The yield is 12.0%. Reaction SMILES: [CH3:1][C:2]1[CH:3]=[C:4]([CH:8]=[CH:9][C:10]=1[C:11]([N:13]1[CH2:17][CH2:16][CH2:15][CH2:14]1)=[O:12])[C:5]([OH:7])=O.C(N(C(C)C)CC)(C)C.[OH:27][C:28]1[CH:39]=[CH:38][C:31]2[NH:32][C:33]([C@@H:35]([NH2:37])[CH3:36])=[N:34][C:30]=2[CH:29]=1.ClCCl.C(O)C.N>O1CCCC1>[OH:27][C:28]1[CH:39]=[CH:38][C:31]2[NH:32][C:33]([C@@H:35]([NH:37][C:5](=[O:7])[C:4]3[CH:8]=[CH:9][C:10]([C:11]([N:13]4[CH2:17][CH2:16][CH2:15][CH2:14]4)=[O:12])=[C:2]([CH3:1])[CH:3]=3)[CH3:36])=[N:34][C:30]=2[CH:29]=1 |f:3.4.5|. Procedure: Prepared analogously to Example 1g from 3-methyl 4-(pyrrolidin-1-ylcarbonyl)benzoic acid, TB TU, diisopropylethyl amine, and (1S)-1-(5-hydroxy-1H-benzimidazol-2-yl)ethylamine in tetrahydrofuran. Yield: 12%; Rf value: 0.40 (silica gel: dichloromethane/ethanol/ammonia=9:1:0.1); C22H24N4O3 (392.457); mass spectrum: (M+H)+=393